From a dataset of the Open Reaction Database (ORD), a public repository of structured organic reaction records. describe an organic reaction: reactants, conditions, products, and yield Product: C(C)N1C(CC(C2=CC(=C(C=C12)C1=C(C=CC=C1)OC)C)(C)C)=O (1-Ethyl-7-(2-methoxy-phenyl)-4,4,6-trimethyl-3,4-dihydro-1H-quinolin-2-one). Reaction SMILES: Br[C:2]1[CH:11]=[C:10]2[C:5]([C:6]([CH3:16])([CH3:15])[CH2:7][C:8](=[O:14])[N:9]2[CH2:12][CH3:13])=[CH:4][C:3]=1[CH3:17].[CH3:18][O:19][C:20]1[CH:25]=[CH:24][CH:23]=[CH:22][C:21]=1B(O)O>>[CH2:12]([N:9]1[C:10]2[C:5](=[CH:4][C:3]([CH3:17])=[C:2]([C:21]3[CH:22]=[CH:23][CH:24]=[CH:25][C:20]=3[O:19][CH3:18])[CH:11]=2)[C:6]([CH3:16])([CH3:15])[CH2:7][C:8]1=[O:14])[CH3:13]. Procedure: Compound 39A was prepared from Compound 1A using a procedure similar to that described in Example 1B, except using 2-methoxy phenylboronic acid as the starting material. MS (electrospray): mass calculated for C21H25NO2, 323.19; m/z found 324.2 [M+H]+. Starting materials: BrC1=C(C=C2C(CC(N(C2=C1)CC)=O)(C)C)C (7-Bromo-1-ethyl-4,4,6-trimethyl-3,4-dihydro-1H-quinolin-2-one), COC1=C(C=CC=C1)B(O)O (2-methoxy phenylboronic acid). Starting materials: CO, COCCOCOc1ccc2cc(C(=O)OC)ccc2c1, Cl, [Na+], C1CCOC1, [OH-], O. Product: COCCOCOc1ccc2cc(C(=O)O)ccc2c1. Reaction SMILES: [CH3:31][OH:32].[CH3:3][O:4][CH2:5][CH2:6][O:7][CH2:8][O:9][c:10]1[cH:11][c:12]2[cH:13][cH:14][c:15]([C:20](=[O:21])[O:22][CH3:23])[cH:16][c:17]2[cH:18][cH:19]1.[ClH:25].[Na+:2].[O:26]1[CH2:27][CH2:28][CH2:29][CH2:30]1.[OH-:1].[OH2:24]>>[CH3:3][O:4][CH2:5][CH2:6][O:7][CH2:8][O:9][c:10]1[cH:11][c:12]2[cH:13][cH:14][c:15]([C:20](=[O:21])[OH:22])[cH:16][c:17]2[cH:18][cH:19]1. Reactants: C1OC2([C@]3(C)[C@@H](C=C2)[C@@H]2[C@@H](CC=4C=C(C=CC4[C@H]2CC3)O)CCCCCO)OC1 (17,17-ethylenedioxy-7α-(5-hydroxypentyl)-estra-1,3,5(10),15-tetraen-3-ol), C1(=CC=C(C=C1)S(=O)(=O)O)C (para-toluenesulfonic acid). Solvent: CC(=O)C (acetone), O (water). Product: C[C@@]12C(C=C[C@H]1[C@@H]1CCC=3C=CC=CC3[C@H]1CC2)=O (estra- 1,3,5(10),15-tetraen- 17-one). Reaction SMILES: C1CO[C:3]2([CH:8]=[CH:7][C@H:6]3[C@H:9]4[C@H:18]([CH2:19][CH2:20][C@:4]23[CH3:5])[C:17]2[CH:16]=[CH:15][C:14](O)=[CH:13][C:12]=2[CH2:11][C@H:10]4CCCCCO)[O:2]1.C1(C)C=CC(S(O)(=O)=O)=CC=1>CC(C)=O.O>[CH3:5][C@:4]12[CH2:20][CH2:19][C@H:18]3[C@@H:9]([CH2:10][CH2:11][C:12]4[CH:13]=[CH:14][CH:15]=[CH:16][C:17]=43)[C@@H:6]1[CH:7]=[CH:8][C:3]2=[O:2]. Procedure: A solution of 36.12 g of 17,17-ethylenedioxy-7α-(5-hydroxypentyl)-estra-1,3,5(10),15-tetraen-3-ol in 958 ml of acetone and 111 ml of water is stirred for 2 hours at room temperature with 2.76 g of para-toluenesulfonic acid. Then, it is concentrated by evaporation in a vacuum to ⅓ of the volume, taken up with ethyl acetate, washed neutral, dried on sodium sulfate and concentrated by evaporation in a vacuum. 31.7 g of 3-hydroxy-7α-5-hydroxypentyl)-estra- 1,3,5(10),15-tetraen- 17-one is obtained as... As a reaction SMILES: [CH2:1]([CH3:2])[O:3][CH2:4][CH2:5][O:6][CH2:7][c:8]1[cH:9][n:10]([CH2:20][c:21]2[cH:22][cH:23][c:24]([F:27])[cH:25][cH:26]2)[c:11]2[cH:12][n:13][c:14]([C:17](=[O:18])[OH:19])[cH:15][c:16]12.[CH3:39][N:40]1[CH2:41][CH2:42][O:43][CH2:44][CH2:45]1.[CH3:47][NH:48][OH:49].[Cl:28][c:29]1[n:30][c:31]([O:32][CH3:33])[n:34][c:35]([O:36][CH3:37])[n:38]1.[ClH:46]>>[CH2:1]([CH3:2])[O:3][CH2:4][CH2:5][O:6][CH2:7][c:8]1[cH:9][n:10]([CH2:20][c:21]2[cH:22][cH:23][c:24]([F:27])[cH:25][cH:26]2)[c:11]2[cH:12][n:13][c:14]([C:17](=[O:19])[N:48]([CH3:47])[OH:49])[cH:15][c:16]12. Reactants: CCOCCOCc1cn(Cc2ccc(F)cc2)c2cnc(C(=O)O)cc12, CN1CCOCC1, CNO, COc1nc(Cl)nc(OC)n1, Cl. Yields the product CCOCCOCc1cn(Cc2ccc(F)cc2)c2cnc(C(=O)N(C)O)cc12. Reactants: BrC=1SC(=C(N1)C(=O)OC)C1=CC=CC=C1 (methyl 2-bromo-5-phenyl-4thiazolecarboxylate), NCCNC(OC(C)(C)C)=O (t-butyl (2-aminoethyl)carbamate). Solvent: CO (methanol). Yields the product BrC=1SC(=C(N1)C(=O)NCCNC(OC(C)(C)C)=O)C1=CC=CC=C1 (t-butyl [2-(2-bromo-5-phenyl-4-thiazolecarboxamido)ethyl]carbamate). Isolated yield 20.3%. As a reaction SMILES: [Br:1][C:2]1[S:3][C:4]([C:11]2[CH:16]=[CH:15][CH:14]=[CH:13][CH:12]=2)=[C:5]([C:7]([O:9]C)=O)[N:6]=1.[NH2:17][CH2:18][CH2:19][NH:20][C:21](=[O:27])[O:22][C:23]([CH3:26])([CH3:25])[CH3:24]>CO>[Br:1][C:2]1[S:3][C:4]([C:11]2[CH:16]=[CH:15][CH:14]=[CH:13][CH:12]=2)=[C:5]([C:7]([NH:17][CH2:18][CH2:19][NH:20][C:21](=[O:27])[O:22][C:23]([CH3:25])([CH3:24])[CH3:26])=[O:9])[N:6]=1. Reported procedure: 2.0 g (6.7 mmol) of methyl 2-bromo-5-phenyl-4thiazolecarboxylate and 1.61 g (10.1 mmol) of t-butyl (2-aminoethyl)carbamate were stirred under reduced pressure for 2.5 hours at 110° bath temperature, whereby the methanol formed was distilled off continuously. After chromatography on 100 g of silica gel with methylene chloride and a 4:1 mixture of methylene chloride and ethyl acetate there was obtained 0.58 g (26%) of t-butyl [2-(2-bromo-5-phenyl-4-thiazolecarboxamido)ethyl]carbamate as a pale yel... The product is C(C)C1C(CCC(C(OC(C2CCCCN2C(C(C2(C(CC(C(C(CC(CC(=C1)C)C)OC)O2)OC)C)O)=O)=O)=O)C(=CC2CC(C(CC2)OCCCC2=CC=CC=C2)O)C)C)=O (17-Ethyl-1-hydroxy-12-[2'-(3"-hydroxy-4"-phenpropyloxycyclohexyl)-1'-methylvinyl]-23,25-dimethoxy-13,19,21,27-tetramethyl-11,28-dioxa-4-azatricyclo[22.3.1.04,9 ]octacos-18-ene-2,3,10,16-tetraone). Reaction conditions: time 30 minute. RXN SMILES: [CH2:1]([CH:3]1[CH:29]=[C:28]([CH3:30])[CH2:27][CH:26]([CH3:31])[CH2:25][CH:24]([O:32][CH3:33])[CH:23]2[O:34][C:19]([OH:38])([CH:20]([CH3:37])[CH2:21][CH:22]2[O:35][CH3:36])[C:18](=[O:39])[C:17](=[O:40])[N:16]2[CH:11]([CH2:12][CH2:13][CH2:14][CH2:15]2)[C:10](=[O:41])[O:9][CH:8]([C:42]([CH3:61])=[CH:43][CH:44]2[CH2:49][CH2:48][CH:47]([O:50][CH2:51][CH:52]=[CH:53][C:54]3[CH:59]=[CH:58][CH:57]=[CH:56][CH:55]=3)[CH:46]([OH:60])[CH2:45]2)[CH:7]([CH3:62])[CH2:6][CH2:5][C:4]1=[O:63])[CH3:2].[H][H]>[Rh]>[CH2:1]([CH:3]1[CH:29]=[C:28]([CH3:30])[CH2:27][CH:26]([CH3:31])[CH2:25][CH:24]([O:32][CH3:33])[CH:23]2[O:34][C:19]([OH:38])([CH:20]([CH3:37])[CH2:21][CH:22]2[O:35][CH3:36])[C:18](=[O:39])[C:17](=[O:40])[N:16]2[CH:11]([CH2:12][CH2:13][CH2:14][CH2:15]2)[C:10](=[O:41])[O:9][CH:8]([C:42]([CH3:61])=[CH:43][CH:44]2[CH2:49][CH2:48][CH:47]([O:50][CH2:51][CH2:52][CH2:53][C:54]3[CH:59]=[CH:58][CH:57]=[CH:56][CH:55]=3)[CH:46]([OH:60])[CH2:45]2)[CH:7]([CH3:62])[CH2:6][CH2:5][C:4]1=[O:63])[CH3:2]. Procedure details: To a solution of 17-ethyl-1-hydroxy-12-[2'-(4"-cinnamyloxy-3"-hydroxycyclohexyl)-1'-methylvinyl]-23,25-dimethoxy-13,19,21,27-tetramethyl-11,28-dioxa-4-azatricyclo[22.3.1.04,9 ]octacos-18-ene-2,3,10,16-tetraone (16 mg in 2 ml ethanol) is added 2 mg of 5% rhodium on carbon catalyst. The reaction flask is fitted with a hydrogen balloon, evacuated and recharged with hydrogen (3 times) and stirred at room temperature. After 30 minutes, the mixture is filtered over diatomaceuis earth, concentrated and... The reagents and catalysts are [Rh] (rhodium on carbon). Starting materials: C(C)C1C(CCC(C(OC(C2CCCCN2C(C(C2(C(CC(C(C(CC(CC(=C1)C)C)OC)O2)OC)C)O)=O)=O)=O)C(=CC2CC(C(CC2)OCC=CC2=CC=CC=C2)O)C)C)=O (17-ethyl-1-hydroxy-12-[2'-(4"-cinnamyloxy-3"-hydroxycyclohexyl)-1'-methylvinyl]-23,25-dimethoxy-13,19,21,27-tetramethyl-11,28-dioxa-4-azatricyclo[22.3.1.04,9 ]octacos-18-ene-2,3,10,16-tetraone), [H][H] (hydrogen).